From a dataset of the Open Reaction Database (ORD), a public repository of structured organic reaction records. describe an organic reaction: reactants, conditions, products, and yield The reactants are CN1CCOCC1 (NMM), C(C)OC(=O)[C@@]1([C@@H](C1)C=C)N ((1R,2S)-1-Amino-2-vinyl-cyclopropanecarboxylic acid ethyl ester), C(=O)(OC(C)(C)C)N1[C@H](C(=O)O)C[C@@H](O)C1 (Boc-(2S,4R)-hydroxyproline), C(C(C)(C)C)(=O)Cl (pivaloyl chloride). Solvent: CCOC(=O)C (EtOAc), CCOC(=O)C (EtOAc). Run at temperature 22.5 celsius, time 67.5 minute. The product is C(C)(C)(C)OC(=O)N1[C@@H](C[C@H](C1)O)C(N[C@]1([C@@H](C1)C=C)C(=O)OCC)=O ((2S,4R)-2-((1R,2S)-1-ethoxycarbonyl-2-vinyl-cyclopropylcarbamoyl)-4-hydroxy-pyrrolidine-1-carboxylic acid tert-butyl ester). As a reaction SMILES: [C:1]([N:8]1[CH2:16][C@H:14]([OH:15])[CH2:13][C@H:9]1[C:10]([OH:12])=O)([O:3][C:4]([CH3:7])([CH3:6])[CH3:5])=[O:2].CN1CCOCC1.C(Cl)(=O)C(C)(C)C.[CH2:31]([O:33][C:34]([C@@:36]1([NH2:41])[CH2:38][C@H:37]1[CH:39]=[CH2:40])=[O:35])[CH3:32]>CCOC(C)=O>[C:4]([O:3][C:1]([N:8]1[CH2:16][C@H:14]([OH:15])[CH2:13][C@H:9]1[C:10](=[O:12])[NH:41][C@:36]1([C:34]([O:33][CH2:31][CH3:32])=[O:35])[CH2:38][C@H:37]1[CH:39]=[CH2:40])=[O:2])([CH3:5])([CH3:6])[CH3:7]. Procedure details: To a suspension of 138.8 g (600 mmol) of Boc-(2S,4R)-hydroxyproline in 890 mL of EtOAc was added 63.7 g (630 mmol) of NMM at 20-30° C. To this mixture 72.3 g (600 mmol) of pivaloyl chloride was added at 15-22° C. within 10-20 min followed by 50 mL of EtOAc. The mixture was stirred at 20-25° C. for 60-75 min. Then the emulsion of (1R,2S)-1-amino-2-vinyl-cyclopropanecarboxylic acid ethyl ester prepared in example 6 was added at a temperature of 20-30° C. within 5-30 min. The dosing funnel was rins... Reactants: NC1=NC=C(C2=C1C(=CS2)Br)C2=CC(=C(C(=C2)OC)OC)OC (4-amino-3-bromo-7-(3,4,5-trimethoxyphenyl)-thieno[3,2-c]pyridine), ClC1=CC=C(C=C1)B(O)O (4-chlorobenzeneboronic acid), C([O-])(O)=O.[Na+] (sodium bicarbonate), crude mixture. The reagents and catalysts are C=1C=CC(=CC1)[P](C=2C=CC=CC2)(C=3C=CC=CC3)[Pd]([P](C=4C=CC=CC4)(C=5C=CC=CC5)C=6C=CC=CC6)([P](C=7C=CC=CC7)(C=8C=CC=CC8)C=9C=CC=CC9)[P](C=1C=CC=CC1)(C=1C=CC=CC1)C=1C=CC=CC1 (Pd(PPh3)4). Solvent: COCCOC (DME). Conditions: temperature 80 celsius, time 14 hour. The product is NC1=NC=C(C2=C1C(=CS2)C2=CC=C(C=C2)Cl)C2=CC(=C(C(=C2)OC)OC)OC (4-Amino-3-(4-chlorophenyl)-7-(3,4,5-trimethoxyphenyl)-thieno[3,2-c]pyridine). Yield: 47.8%. Reaction SMILES: [NH2:1][C:2]1[C:7]2[C:8](Br)=[CH:9][S:10][C:6]=2[C:5]([C:12]2[CH:17]=[C:16]([O:18][CH3:19])[C:15]([O:20][CH3:21])=[C:14]([O:22][CH3:23])[CH:13]=2)=[CH:4][N:3]=1.[Cl:24][C:25]1[CH:30]=[CH:29][C:28](B(O)O)=[CH:27][CH:26]=1.C(=O)(O)[O-].[Na+]>COCCOC.C1C=CC([P]([Pd]([P](C2C=CC=CC=2)(C2C=CC=CC=2)C2C=CC=CC=2)([P](C2C=CC=CC=2)(C2C=CC=CC=2)C2C=CC=CC=2)[P](C2C=CC=CC=2)(C2C=CC=CC=2)C2C=CC=CC=2)(C2C=CC=CC=2)C2C=CC=CC=2)=CC=1>[NH2:1][C:2]1[C:7]2[C:8]([C:28]3[CH:29]=[CH:30][C:25]([Cl:24])=[CH:26][CH:27]=3)=[CH:9][S:10][C:6]=2[C:5]([C:12]2[CH:17]=[C:16]([O:18][CH3:19])[C:15]([O:20][CH3:21])=[C:14]([O:22][CH3:23])[CH:13]=2)=[CH:4][N:3]=1 |f:2.3,^1:48,50,69,88|. Procedure: The mixture of 4-amino-3-bromo-7-(3,4,5-trimethoxyphenyl)-thieno[3,2-c]pyridine (30 mg, 0.076 mmol), Pd(PPh3)4 (17 mg, 10 mol %), 4-chlorobenzeneboronic acid (30 mg, 0.19 mmol) and 2M sodium bicarbonate (0.19 ml, 0.38 mmol) in DME (2 ml) was stirred for 14 hours at 80° C. The crude mixture was directly applied to SCX (Varian, 5 g) and eluted with 1N NH3 in CHCl3 and MeOH. The eluant was collected and concentrated in vacuo. The residue was purified by chromatography on a silica gel column to affo... The reactants are [BH4-], CCOC(C)=O, CC(C)O, ClCCl, O=Cc1ccccc1Oc1ccc(Cl)cc1Cl, [Na+], [Na+], O=S(=O)([O-])O. Yields the product OCc1ccccc1Oc1ccc(Cl)cc1Cl. RXN SMILES: [BH4-:1].[CH3:26][CH2:27][O:28][C:29](=[O:30])[CH3:31].[CH:32]([OH:33])([CH3:34])[CH3:35].[Cl:36][CH2:37][Cl:38].[Cl:3][c:4]1[c:5]([O:6][c:7]2[c:8]([CH:9]=[O:10])[cH:11][cH:12][cH:13][cH:14]2)[cH:15][cH:16][c:17]([Cl:19])[cH:18]1.[Na+:25].[Na+:2].[S:20]([O-:21])([OH:22])(=[O:23])=[O:24]>>[Cl:3][c:4]1[c:5]([O:6][c:7]2[c:8]([CH2:9][OH:10])[cH:11][cH:12][cH:13][cH:14]2)[cH:15][cH:16][c:17]([Cl:19])[cH:18]1. Reactants: Cc1cc([N+](=O)[O-])cc(C)c1Oc1ccc(O)cc1, O=S(=O)(O)Cl, ClCCl. Product: Cc1cc([N+](=O)[O-])cc(C)c1Oc1ccc(O)c(S(=O)(=O)O)c1. As a reaction SMILES: [CH3:1][c:2]1[cH:3][c:4]([N+:17](=[O:18])[O-:19])[cH:5][c:6]([CH3:16])[c:7]1[O:8][c:9]1[cH:10][cH:11][c:12]([OH:15])[cH:13][cH:14]1.[Cl:20][S:21](=[O:22])(=[O:23])[OH:24].[Cl:25][CH2:26][Cl:27]>>[CH3:1][c:2]1[cH:3][c:4]([N+:17](=[O:18])[O-:19])[cH:5][c:6]([CH3:16])[c:7]1[O:8][c:9]1[cH:10][cH:11][c:12]([OH:15])[c:13]([S:21](=[O:22])(=[O:23])[OH:24])[cH:14]1. The reactants are CO, CCc1ccsc1C(=O)OC, [Na+], C1CCOC1, [OH-]. Yields the product CCc1ccsc1C(=O)O. As a reaction SMILES: [CH3:19][OH:20].[CH3:1][O:2][C:3](=[O:4])[c:5]1[s:6][cH:7][cH:8][c:9]1[CH2:10][CH3:11].[Na+:13].[O:14]1[CH2:15][CH2:16][CH2:17][CH2:18]1.[OH-:12]>>[O:2]=[C:3]([OH:4])[c:5]1[s:6][cH:7][cH:8][c:9]1[CH2:10][CH3:11]. Reactants: COC(C[C@@H]1COC2=C1C=CC(=C2)O)=O ([(S)-6-hydroxy-2,3-dihydro-benzofuran-3-yl]-acetic acid methyl ester), BrC1=C2CC[C@@H](C2=CC=C1C(F)(F)F)O ((S)-4-bromo-5-trifluoromethyl-indan-1-ol), Intermediate 2. The product is COC(C[C@@H]1COC2=C1C=CC(=C2)O[C@@H]2CCC1=C(C(=CC=C21)C(F)(F)F)Br)=O ({(S)-6-[(R)-4-bromo-5-trifluoromethyl-indan-1-yloxy]-2,3-dihydro-benzofuran-3-yl}-acetic acid methyl ester). RXN SMILES: [CH3:1][O:2][C:3](=[O:15])[CH2:4][C@H:5]1[C:9]2[CH:10]=[CH:11][C:12]([OH:14])=[CH:13][C:8]=2[O:7][CH2:6]1.[Br:16][C:17]1[C:25]([C:26]([F:29])([F:28])[F:27])=[CH:24][CH:23]=[C:22]2[C:18]=1[CH2:19][CH2:20][C@@H:21]2O>>[CH3:1][O:2][C:3](=[O:15])[CH2:4][C@H:5]1[C:9]2[CH:10]=[CH:11][C:12]([O:14][C@H:21]3[C:22]4[C:18](=[C:17]([Br:16])[C:25]([C:26]([F:27])([F:28])[F:29])=[CH:24][CH:23]=4)[CH2:19][CH2:20]3)=[CH:13][C:8]=2[O:7][CH2:6]1. Procedure details: The title compound is prepared from [(S)-6-hydroxy-2,3-dihydro-benzofuran-3-yl]-acetic acid methyl ester and (S)-4-bromo-5-trifluoromethyl-indan-1-ol following a procedure analogous to that described in Step 2 of Intermediate 2. LC (method 5): tR=1.62 min; Mass spectrum (ESI+): m/z=471/473 (Br) [M+H]+. Reactants: CCN(CC)S(F)(F)F, CC(C)(C)OC(=O)NCC(O)Cc1cccc(OCC2CCCCC2)c1. Yields the product CC(C)(C)OC(=O)NCC(F)Cc1cccc(OCC2CCCCC2)c1. As a reaction SMILES: [CH2:27]([N:28]([S:29]([F:30])([F:31])[F:33])[CH2:32][CH3:34])[CH3:35].[CH:1]1([CH2:7][O:8][c:9]2[cH:10][c:11]([CH2:15][CH:16]([CH2:17][NH:18][C:19]([O:20][C:21]([CH3:22])([CH3:23])[CH3:24])=[O:25])[OH:26])[cH:12][cH:13][cH:14]2)[CH2:2][CH2:3][CH2:4][CH2:5][CH2:6]1>>[CH:1]1([CH2:7][O:8][c:9]2[cH:10][c:11]([CH2:15][CH:16]([CH2:17][NH:18][C:19]([O:20][C:21]([CH3:22])([CH3:23])[CH3:24])=[O:25])[F:33])[cH:12][cH:13][cH:14]2)[CH2:2][CH2:3][CH2:4][CH2:5][CH2:6]1.